This data is from the Open Reaction Database (ORD), a public repository of structured organic reaction records. The task is: describe an organic reaction: reactants, conditions, products, and yield Starting materials: [Cl-].[NH4+] (ammonium chloride), C(C)O (ethanol), O1CCCC1 (tetrahydrofuran), C(C1=CC=CC=C1)OC1=CC=C(C=C1)C1=CC2=C(N=CN=C2OC2=CC(=C(C=C2)[N+](=O)[O-])F)N1COCC[Si](C)(C)C (6-(4-benzyloxyphenyl)-4-(3-fluoro-4-nitrophenoxy)-7-(trimethylsilanylethoxymethyl)-7H-pyrrolo[2,3-d]pyrimidine). The reagents and catalysts are [Fe] (iron). Run in O (water). Run at temperature 85 celsius, time 3 hour. The product is C(C1=CC=CC=C1)OC1=CC=C(C=C1)C1=CC2=C(N=CN=C2OC2=CC(=C(C=C2)N)F)N1COCC[Si](C)(C)C (4-(6-(4-Benzyloxyphenyl)-7-(trimethylsilanylethoxymethyl)-7H-pyrrolo[2,3-d]pyrimidin-4-yloxy)-2-fluorophenylamine). The yield is 59.0%. Reaction SMILES: [Cl-].[NH4+].C(O)C.O1CCCC1.[CH2:11]([O:18][C:19]1[CH:24]=[CH:23][C:22]([C:25]2[N:44]([CH2:45][O:46][CH2:47][CH2:48][Si:49]([CH3:52])([CH3:51])[CH3:50])[C:28]3[N:29]=[CH:30][N:31]=[C:32]([O:33][C:34]4[CH:39]=[CH:38][C:37]([N+:40]([O-])=O)=[C:36]([F:43])[CH:35]=4)[C:27]=3[CH:26]=2)=[CH:21][CH:20]=1)[C:12]1[CH:17]=[CH:16][CH:15]=[CH:14][CH:13]=1>[Fe].O>[CH2:11]([O:18][C:19]1[CH:24]=[CH:23][C:22]([C:25]2[N:44]([CH2:45][O:46][CH2:47][CH2:48][Si:49]([CH3:52])([CH3:51])[CH3:50])[C:28]3[N:29]=[CH:30][N:31]=[C:32]([O:33][C:34]4[CH:39]=[CH:38][C:37]([NH2:40])=[C:36]([F:43])[CH:35]=4)[C:27]=3[CH:26]=2)=[CH:21][CH:20]=1)[C:12]1[CH:13]=[CH:14][CH:15]=[CH:16][CH:17]=1 |f:0.1|. Reported procedure: After adding 400 mg of iron powder, 1 g of ammonium chloride, 20 ml of ethanol, 10 ml of tetrahydrofuran and 10 ml of water to 470 mg of 6-(4-benzyloxyphenyl)-4-(3-fluoro-4-nitrophenoxy)-7-(trimethylsilanylethoxymethyl)-7H-pyrrolo[2,3-d]pyrimidine, the mixture was stirred at 85° C. for 3 hours. After returning it to room temperature, it was filtered with celite, and ethyl acetate and water were added to the filtrate for liquid separation and extraction. The organic layer was washed with saturate... Reactants: N1C=CC2=CC=CC=C12 (indole), C(CCCCCCC)C1=CC=C(OCC2OC2)C=C1 (2-(4-octylphenoxymethyl)oxirane), [H-].[Na+] (sodium hydride), [Na+].[Cl-] (NaCl). Solvent: CN(C)C=O (DMF), CN(C)C=O (DMF), CN(C)C=O (DMF). Reaction conditions: time 10 minute. Yields the product N1(C=CC2=CC=CC=C12)CC(COC1=CC=C(C=C1)CCCCCCCC)O (1-(Indol-1-yl)-3-(4-octylphenoxy)propan-2-ol). RXN SMILES: [H-].[Na+].[NH:3]1[C:11]2[C:6](=[CH:7][CH:8]=[CH:9][CH:10]=2)[CH:5]=[CH:4]1.[CH2:12]([C:20]1[CH:30]=[CH:29][C:23]([O:24][CH2:25][CH:26]2[CH2:28][O:27]2)=[CH:22][CH:21]=1)[CH2:13][CH2:14][CH2:15][CH2:16][CH2:17][CH2:18][CH3:19].[Na+].[Cl-]>CN(C=O)C>[N:3]1([CH2:28][CH:26]([OH:27])[CH2:25][O:24][C:23]2[CH:29]=[CH:30][C:20]([CH2:12][CH2:13][CH2:14][CH2:15][CH2:16][CH2:17][CH2:18][CH3:19])=[CH:21][CH:22]=2)[C:11]2[C:6](=[CH:7][CH:8]=[CH:9][CH:10]=2)[CH:5]=[CH:4]1 |f:0.1,4.5|. Procedure details: 0.048 g (1.20 mmol) sodium hydride as 60% dispersion in mineral oil are suspended in 10 ml absolute DMF, stirred at room temperature for 10 min and mixed with a solution of 0.134 g (1.14 mmol) indole in 10 ml absolute DMF. Having stirred for 1½ hours, a solution of 0.300 g (1.14 mmol) 2-(4-octylphenoxymethyl)oxirane in 10 ml absolute DMF is added drop-wise. The mixture is stirred for 16 hours, hydrolyzed with a semi-saturated NaCl solution and extracted four times using diethyl ether. The combin... The reactants are Brc1nc2ccccc2s1, [H-], CCn1c(C(=O)N(C2CC2)C2CC2)cc2c3c(ncn3C)c(N)nc21, [Na+], CN(C)C=O. The product is CCn1c(C(=O)N(C2CC2)C2CC2)cc2c3c(ncn3C)c(Nc3nc4ccccc4s3)nc21. Reaction SMILES: [Br:28][c:29]1[s:30][c:31]2[c:32]([n:33]1)[cH:34][cH:35][cH:36][cH:37]2.[H-:26].[NH2:1][c:2]1[c:3]2[c:4]([c:5]3[c:6]([n:7]1)[n:8]([CH2:20][CH3:21])[c:9]([C:11](=[O:12])[N:13]([CH:14]1[CH2:15][CH2:16]1)[CH:17]1[CH2:18][CH2:19]1)[cH:10]3)[n:22]([CH3:25])[cH:23][n:24]2.[Na+:27].[O:38]=[CH:39][N:40]([CH3:41])[CH3:42]>>[NH:1]([c:2]1[c:3]2[c:4]([c:5]3[c:6]([n:7]1)[n:8]([CH2:20][CH3:21])[c:9]([C:11](=[O:12])[N:13]([CH:14]1[CH2:15][CH2:16]1)[CH:17]1[CH2:18][CH2:19]1)[cH:10]3)[n:22]([CH3:25])[cH:23][n:24]2)[c:29]1[s:30][c:31]2[c:32]([n:33]1)[cH:34][cH:35][cH:36][cH:37]2. The reactants are C(CCCCCC#CCCCCCC)(=O)O (7-tetradecynoic acid), B(F)(F)F (BF3). The solvent is C(C)(CC)O (sec-butyl alcohol), CCOCC (ether). Product: C(CCCCCC#CCCCCCC)(=O)OC(C)CC (sec-butyl 7-tetradecynoate). Yield: 170.5%. RXN SMILES: [C:1]([OH:16])(=[O:15])[CH2:2][CH2:3][CH2:4][CH2:5][CH2:6][C:7]#[C:8][CH2:9][CH2:10][CH2:11][CH2:12][CH2:13][CH3:14].B(F)(F)F>C(O)(CC)C.CCOCC>[C:1]([O:16][CH:2]([CH2:3][CH3:4])[CH3:1])(=[O:15])[CH2:2][CH2:3][CH2:4][CH2:5][CH2:6][C:7]#[C:8][CH2:9][CH2:10][CH2:11][CH2:12][CH2:13][CH3:14]. Procedure details: A solution of 7-tetradecynoic acid (1.22 g) and BF3 -etherate (1 ml) in 20 ml of sec-butyl alcohol was refluxed for 18 hours. The solution was diluted with ether and washed with saturated Na2CO3 solution, water, 2N NaOH, water, and saturated NH4Cl solution. The ether layer was dried (MgSO4) and the solvent removed under reduced pressure to give 1.30 g of sec-butyl 7-tetradecynoate as a yellow liquid. The reactants are ClC1=NC(=C2N=CN(C2=N1)C1CCCC1)Cl (2,6-dichloro-9-cyclopentylpurine), NC1CCN(CC1)CC1=CC2=CC=CC=C2C=C1 (4-amino-1-(2-naphthyl)methylpiperidine). Run in C(C)N(CC)CC (triethylamine). The product is C1(CCCC1)N1C2=NC=NC=C2N=C1 (9-cyclopentylpurine). Reaction SMILES: Cl[C:2]1[N:10]=[C:9]2[C:5]([N:6]=[CH:7][N:8]2[CH:11]2[CH2:15][CH2:14][CH2:13][CH2:12]2)=[C:4](Cl)[N:3]=1.NC1CCN(CC2C=CC3C(=CC=CC=3)C=2)CC1>C(N(CC)CC)C>[CH:11]1([N:8]2[CH:7]=[N:6][C:5]3[C:9]2=[N:10][CH:2]=[N:3][CH:4]=3)[CH2:12][CH2:13][CH2:14][CH2:15]1. Reported procedure: 2-Chloro-6-[4-1-(2-naphthyl)methyl]piperidinylamino]-9-cyclopentylpurine is prepared from 2,6-dichloro-9-cyclopentylpurine, 4-amino-1-(2-naphthyl)methylpiperidine, and triethylamine essentially as described above in Example 1, Scheme A, step b. Reactants: COC=1C=C(CN2C(C(CC2)(CCOS(=O)(=O)C)CC2=CC=CC=C2)=O)C=C(C1OC)OC (1-(3,4,5-trimethoxybenzyl)-3-(phenylmethyl)-3-(2-methanesulfonyloxyethyl)-2-oxopyrrolidine), FC1=CC=C(CN2C(=NC3=C2C=CC=C3)NC3CCNCC3)C=C1 ((1-(4-fluorobenzyl)-1H-benzimidazol-2-yl)(piperidin-4-yl)amine). Product: COC=1C=C(CN2C(C(CC2)(CC2=CC=CC=C2)CCN2CCC(CC2)NC2=NC3=C(N2CC2=CC=C(C=C2)F)C=CC=C3)=O)C=C(C1OC)OC (1-(3,4,5-Trimethoxybenzyl)-3-(2-(4-(1-(4-fluorobenzyl)-1H-benzimidazol-2-yl-amino)piperidin-1-yl)ethyl)-3-(phenylmethyl)-2-oxopyrrolidine). Reaction SMILES: [CH3:1][O:2][C:3]1[CH:4]=[C:5]([CH:27]=[C:28]([O:32][CH3:33])[C:29]=1[O:30][CH3:31])[CH2:6][N:7]1[CH2:11][CH2:10][C:9]([CH2:19][C:20]2[CH:25]=[CH:24][CH:23]=[CH:22][CH:21]=2)([CH2:12][CH2:13]OS(C)(=O)=O)[C:8]1=[O:26].[F:34][C:35]1[CH:57]=[CH:56][C:38]([CH2:39][N:40]2[C:44]3[CH:45]=[CH:46][CH:47]=[CH:48][C:43]=3[N:42]=[C:41]2[NH:49][CH:50]2[CH2:55][CH2:54][NH:53][CH2:52][CH2:51]2)=[CH:37][CH:36]=1>>[CH3:33][O:32][C:28]1[CH:27]=[C:5]([CH:4]=[C:3]([O:2][CH3:1])[C:29]=1[O:30][CH3:31])[CH2:6][N:7]1[CH2:11][CH2:10][C:9]([CH2:12][CH2:13][N:53]2[CH2:54][CH2:55][CH:50]([NH:49][C:41]3[N:40]([CH2:39][C:38]4[CH:56]=[CH:57][C:35]([F:34])=[CH:36][CH:37]=4)[C:44]4[CH:45]=[CH:46][CH:47]=[CH:48][C:43]=4[N:42]=3)[CH2:51][CH2:52]2)([CH2:19][C:20]2[CH:21]=[CH:22][CH:23]=[CH:24][CH:25]=2)[C:8]1=[O:26]. Procedure: Prepare by the method of Example 2.6 using 1-(3,4,5-trimethoxybenzyl)-3-(phenylmethyl)-3-(2-methanesulfonyloxyethyl)-2-oxopyrrolidine (10 mmol) and (1-(4-fluorobenzyl)-1H-benzimidazol-2-yl)(piperidin-4-yl)amine (10 mmol) to give the title compound. Reactants: N1CCNCCC1 (homopiperazine), CC(C)(C)[O-].[Na+] (NaOt-Bu), (±)-BINAP, BrC=1C(=CC=C2C=CC=NC12)C1CC1 (8-bromo-7-cyclopropylquinoline). Reagents/catalysts: C=1C=CC(=CC1)/C=C/C(=O)/C=C/C2=CC=CC=C2.C=1C=CC(=CC1)/C=C/C(=O)/C=C/C2=CC=CC=C2.C=1C=CC(=CC1)/C=C/C(=O)/C=C/C2=CC=CC=C2.[Pd].[Pd] (Pd2(dba)3). The solvent is C1(=CC=CC=C1)C (toluene). Conditions: temperature 110 celsius, time 2 hour. Yields the product C1(CC1)C1=CC=C2C=CC=NC2=C1N1CCNCCC1 (7-cyclopropyl-8-(1,4-diazepan-1-yl)quinoline). The yield is 51.4%. As a reaction SMILES: [NH:1]1[CH2:7][CH2:6][CH2:5][NH:4][CH2:3][CH2:2]1.CC([O-])(C)C.[Na+].Br[C:15]1[C:16]([CH:25]2[CH2:27][CH2:26]2)=[CH:17][CH:18]=[C:19]2[C:24]=1[N:23]=[CH:22][CH:21]=[CH:20]2>C1(C)C=CC=CC=1.C1C=CC(/C=C/C(/C=C/C2C=CC=CC=2)=O)=CC=1.C1C=CC(/C=C/C(/C=C/C2C=CC=CC=2)=O)=CC=1.C1C=CC(/C=C/C(/C=C/C2C=CC=CC=2)=O)=CC=1.[Pd].[Pd]>[CH:25]1([C:16]2[C:15]([N:1]3[CH2:7][CH2:6][CH2:5][NH:4][CH2:3][CH2:2]3)=[C:24]3[C:19]([CH:20]=[CH:21][CH:22]=[N:23]3)=[CH:18][CH:17]=2)[CH2:27][CH2:26]1 |f:1.2,5.6.7.8.9|. Procedure: A mixture of homopiperazine (0.965 g, 9.6 mmol), NaOt-Bu (0.323 g, 3.4 mmol), (±)-BINAP (0.40 g, 0.64 mmol), and Pd2(dba)3 (0.22 g, 0.24 mmol) in toluene (10 mL) was heated to 110° C. and 8-bromo-7-cyclopropylquinoline (0.60 g, 2.4 mmol) was added. After 2 h, the reaction was cooled to rt, quenched with 50 mL of water, and extracted with EtOAc (2×50 mL). The organic layer was separated, dried over anhydrous Na2SO4, concentrated, and purified by SiO2 chromatography with a gradient elution of 0.25... The reactants are example 1 ( b ), CS(=O)(=O)C=1C=CC(=C(C(=O)O)C1)OC(C(F)(F)F)C (Rac-5-Methanesulfonyl-2-(2,2,2-trifluoro-1-methyl-ethoxy)-benzoic acid), FC(CC=1N=C(SC1)N1CCNCC1)(F)F (1-[4-(2,2,2-trifluoro-ethyl)-thiazol-2-yl]-piperazine). Product: CS(=O)(=O)C=1C=CC(=C(C1)C(=O)N1CCN(CC1)C=1SC=C(N1)CC(F)(F)F)OC(C(F)(F)F)C ([5-Methanesulfonyl-2-(2,2,2-trifluoro-1-methyl-ethoxy)-phenyl]-{4-[4-(2,2,2-trifluoro-ethyl)-thiazol-2-yl]-piperazin-1-yl}-methanone). Yield: 29.0%. RXN SMILES: [CH3:1][S:2]([C:5]1[CH:6]=[CH:7][C:8]([O:14][CH:15]([CH3:20])[C:16]([F:19])([F:18])[F:17])=[C:9]([CH:13]=1)[C:10]([OH:12])=O)(=[O:4])=[O:3].[F:21][C:22]([F:36])([F:35])[CH2:23][C:24]1[N:25]=[C:26]([N:29]2[CH2:34][CH2:33][NH:32][CH2:31][CH2:30]2)[S:27][CH:28]=1>>[CH3:1][S:2]([C:5]1[CH:6]=[CH:7][C:8]([O:14][CH:15]([CH3:20])[C:16]([F:19])([F:18])[F:17])=[C:9]([C:10]([N:32]2[CH2:33][CH2:34][N:29]([C:26]3[S:27][CH:28]=[C:24]([CH2:23][C:22]([F:36])([F:21])[F:35])[N:25]=3)[CH2:30][CH2:31]2)=[O:12])[CH:13]=1)(=[O:3])=[O:4]. Reported procedure: Prepared in analogy to example 1 (b) from 5-methanesulfonyl-2-(2,2,2-trifluoro-1-methyl-ethoxy)-benzoic acid (Example A2) and 1-[4-(2,2,2-trifluoro-ethyl)-thiazol-2-yl]-piperazine (Example 56(a)). The crude material was purified by chromatography (SiO2, ethyl acetate/heptane) followed by trituration in pentane to yield the title compound as a white crystalline solid (yield 29%). MS (m/e): 546.3 (M+H+, 100%).